From a dataset of the Open Reaction Database (ORD), a public repository of structured organic reaction records. describe an organic reaction: reactants, conditions, products, and yield Reactants: N[C@H]1CC2=C(C=CC(=C2CC1)C)N1CCN(CC1)C ((R)-2-amino-5-methyl-8-(4-methylpiperazin-1-yl)-1,2,3,4-tetrahydronaphthalene), O1CCN(CC1)C1=CC=C(C(=O)O)C=C1 (4-Morpholinobenzoic acid), C(=O)(N1C=NC=C1)N1C=NC=C1 (1,1′-carbonyldiimidazole). Solvent: CN(C=O)C (N,N-dimethylformamide), CN(C=O)C (N,N-dimethylformamide). Reaction conditions: temperature 75 celsius, time 1.5 hour. Product: N (NH3), CC1=C2CC[C@H](CC2=C(C=C1)N1CCN(CC1)C)NC(C1=CC=C(C=C1)N1CCOCC1)=O ((R)-N-[5-Methyl-8-(4-methylpiperazin-1-yl)-1,2,3,4-tetrahydro-2-naphthyl]-4-morpholinobenzamide). Isolated yield 146.9%. As a reaction SMILES: [O:1]1[CH2:6][CH2:5][N:4]([C:7]2[CH:15]=[CH:14][C:10]([C:11]([OH:13])=O)=[CH:9][CH:8]=2)[CH2:3][CH2:2]1.C(N1C=CN=C1)(N1C=CN=C1)=O.[NH2:28][C@@H:29]1[CH2:38][CH2:37][C:36]2[C:31](=[C:32]([N:40]3[CH2:45][CH2:44][N:43]([CH3:46])[CH2:42][CH2:41]3)[CH:33]=[CH:34][C:35]=2[CH3:39])[CH2:30]1>CN(C)C=O>[NH3:4].[CH3:39][C:35]1[CH:34]=[CH:33][C:32]([N:40]2[CH2:41][CH2:42][N:43]([CH3:46])[CH2:44][CH2:45]2)=[C:31]2[C:36]=1[CH2:37][CH2:38][C@@H:29]([NH:28][C:11](=[O:13])[C:10]1[CH:9]=[CH:8][C:7]([N:4]3[CH2:3][CH2:2][O:1][CH2:6][CH2:5]3)=[CH:15][CH:14]=1)[CH2:30]2. Procedure: 4-Morpholinobenzoic acid (92 mg, 0.44 mmol) was dissolved in dry N,N-dimethylformamide (2 mL) and flushed with nitrogen. To the solution was added 1,1′-carbonyldiimidazole (76 mg, 0.47 mmol) and the reaction mixture was stirred at 75° C. for 1.5 h. The solution was cooled to room temperature and (R)-2-amino-5-methyl-8-(4-methylpiperazin-1-yl)-1,2,3,4-tetrahydronaphthalene (10 mg, 0.42 mmol), dissolved in dry N,N-dimethylformamide (2 mL) was added. The solution was stirred at room temperature for... Reactants: [Br-].C(=O)(OCC)C(=O)C[N+]1=C(C(=NC2=CC=CC=C12)C(N)=O)N (1-carbethoxycarbonylmethyl-2-amino-3-carbamoyl-quinoxalinium bromide). Solvent: C(C)O (ethanol). Conditions: time 90 minute. Product: C(N)(=O)C=1C=2N(C3=CC=CC=C3N1)C=C(N2)C(=O)OCC (ethyl 4-carbamoyl-imidazo-[1,2-a]-quinoxaline-2-carboxylate). Yield: 74.1%. Reaction SMILES: [Br-].[C:2]([C:7]([CH2:9][N+:10]1[C:19]2[C:14](=[CH:15][CH:16]=[CH:17][CH:18]=2)[N:13]=[C:12]([C:20](=[O:22])[NH2:21])[C:11]=1[NH2:23])=O)([O:4][CH2:5][CH3:6])=[O:3]>C(O)C>[C:20]([C:12]1[C:11]2[N:10]([CH:9]=[C:7]([C:2]([O:4][CH2:5][CH3:6])=[O:3])[N:23]=2)[C:19]2[C:14]([N:13]=1)=[CH:15][CH:16]=[CH:17][CH:18]=2)(=[O:22])[NH2:21] |f:0.1|. Procedure details: A suspension of 1 g of the product of Step A in 100 ml of ethanol was refluxed with stirring for 90 minutes and the resulting yellow solution was concentrated and cooled. The mixture was filtered to obtain 0.55 g of ethyl 4-carbamoyl-imidazo-[1,2-a]-quinoxaline-2-carboxylate as a pale yellow crystalline solid. Recrystallization from ethanol yielded soft white needles melting at 280°-284° C. The reactants are N1=CC(=CC=C1)C=1N=CNC1 (4-pyridin-3-yl-imidazole), [OH-].[K+] (KOH), C(C)(=O)OCC(CBr)(C)C (3-bromo-2,2-dimethylpropyl acetate), O (Water). The solvent is CS(=O)C (DMSO), C(Cl)(Cl)Cl (CHCl3). Run at temperature 70 celsius. The product is C(C)(=O)OCC(CN1C=NC(=C1)C=1C=NC=CC1)(C)C (2,2-Dimethyl-3-(4-pyridin-3-yl-imidazol-1-yl)-propyl acetate). RXN SMILES: [N:1]1[CH:6]=[CH:5][CH:4]=[C:3]([C:7]2[N:8]=[CH:9][NH:10][CH:11]=2)[CH:2]=1.[OH-].[K+].[C:14]([O:17][CH2:18][C:19]([CH3:23])([CH3:22])[CH2:20]Br)(=[O:16])[CH3:15].O>CS(C)=O.C(Cl)(Cl)Cl>[C:14]([O:17][CH2:18][C:19]([CH3:23])([CH3:22])[CH2:20][N:10]1[CH:11]=[C:7]([C:3]2[CH:2]=[N:1][CH:6]=[CH:5][CH:4]=2)[N:8]=[CH:9]1)(=[O:16])[CH3:15] |f:1.2|. Reported procedure: To a solution of 4-pyridin-3-yl-imidazole (50 mg) in DMSO (methyl sulfoxide) (1.7 mL) was added powered KOH (57 mg) and 3-bromo-2,2-dimethylpropyl acetate and the resulting suspension was heated at 70° C. for 48 hours. Water was added followed by CHCl3, the aqueous layer was extracted with CHCl3, the combined organic layers were washed with brine, dired over Na2SO4 and evaporated in vacuo. The redisue was purified by preparative TLC (10% MeOH-90% CH2Cl2) the title compound as slightly yellow oil... The reactants are CC(C)(C)[Si](OC1C(N(CC1)S(=O)(=O)C1=CC=C(C=C1)N1CCCCC1)=O)(C)C ([(1,1-dimethylethyl)-dimethylsilyloxy]-1-[[4-(1-piperidinyl) -phenyl]-sulphonyl]-2-pyrrolidinone), COC=1C=CC(=CC1)P2(=S)SP(=S)(S2)C=3C=CC(=CC3)OC (Lawesson reagent). Solvent: C1(=CC=CC=C1)C (toluene). The product is CC(C)(C)[Si](OC1C(N(CC1)S(=O)(=O)C1=CC=C(C=C1)N1CCCCC1)=S)(C)C ([(1,1-dimethylethyl)-dimethylsilyloxy]-1-[[4-(1-piperidinyl) -phenyl]-sulphonyl]-2-pyrrolidine thione). Isolated yield 133.1%. RXN SMILES: [CH3:1][C:2]([Si:5]([CH3:29])([CH3:28])[O:6][CH:7]1[CH2:11][CH2:10][N:9]([S:12]([C:15]2[CH:20]=[CH:19][C:18]([N:21]3[CH2:26][CH2:25][CH2:24][CH2:23][CH2:22]3)=[CH:17][CH:16]=2)(=[O:14])=[O:13])[C:8]1=O)([CH3:4])[CH3:3].COC1C=CC(P2(SP(C3C=CC(OC)=CC=3)(=S)S2)=[S:39])=CC=1>C1(C)C=CC=CC=1>[CH3:1][C:2]([Si:5]([CH3:29])([CH3:28])[O:6][CH:7]1[CH2:11][CH2:10][N:9]([S:12]([C:15]2[CH:20]=[CH:19][C:18]([N:21]3[CH2:26][CH2:25][CH2:24][CH2:23][CH2:22]3)=[CH:17][CH:16]=2)(=[O:14])=[O:13])[C:8]1=[S:39])([CH3:4])[CH3:3]. Procedure details: A mixture of 2.7 g of the product obtained in Stage A above with 1.55 g of Lawesson reagent in 25 cm3 of toluene is taken to reflux for 3 hours 15 minutes. After cooling, the solvent is eliminated and the residue is chromatographed on silica (eluant: ethyl acetate - n-hexane (3-7)). 2.32 g of the desired product is obtained. M.p.=152.5-153° C. after dissolution in ethyl acetate and precipitation with hexane.